Dataset: the Open Reaction Database (ORD), a public repository of structured organic reaction records. Task: describe an organic reaction: reactants, conditions, products, and yield The reactants are Cl (hydrochloric acid), NC=1SC(=C(N1)C(C(=O)OCC)=NOC)C (ethyl 2-(2-amino-5-methylthiazol-4-yl)-2-methoxyiminoacetate), [OH-].[Na+] (sodium hydroxide), C(C)O (ethanol). Run in O1CCCC1 (tetrahydrofuran). Reaction conditions: time 75 minute. The product is NC=1SC(=C(N1)C(C(=O)O)=NOC)C (2-(2-amino-5-methylthiazol-4-yl)-2-methoxyiminoacetic acid). The yield is 73.5%. Reaction SMILES: [NH2:1][C:2]1[S:3][C:4]([CH3:16])=[C:5]([C:7](=[N:13][O:14][CH3:15])[C:8]([O:10]CC)=[O:9])[N:6]=1.[OH-].[Na+].C(O)C.Cl>O1CCCC1>[NH2:1][C:2]1[S:3][C:4]([CH3:16])=[C:5]([C:7](=[N:13][O:14][CH3:15])[C:8]([OH:10])=[O:9])[N:6]=1 |f:1.2|. Reported procedure: A mixture of ethyl 2-(2-amino-5-methylthiazol-4-yl)-2-methoxyiminoacetate (syn isomer, 4.0 g.), 2N-aqueous sodium hydroxide (25 ml.), ethanol (30 ml.) and tetrahydrofuran (15 ml.) was stirred at room temperature for 75 minutes. The reaction mixture was adjusted to pH 6 with hydrochloric acid, and the organic solvent was distilled off in vacuo. The remaining aqueous solution was washed with ethyl acetate and adjusted to pH 3 with hydrochloric acid. The resultant precipitates were collected by fil... The reactants are Brc1cnc2ccccc2c1, CCN1c2ncc(CCc3ccncc3)cc2C(=O)N(C)c2ccc(F)nc21, C#C. Product: CCN1c2ncc(CCc3cnc4ccccc4c3)cc2C(=O)N(C)c2ccc(F)nc21. Reaction SMILES: [Br:29][c:30]1[cH:31][n:32][c:33]2[cH:34][cH:35][cH:36][cH:37][c:38]2[cH:39]1.[CH2:1]([CH3:2])[N:3]1[c:4]2[c:5]([cH:24][cH:25][c:26]([F:28])[n:27]2)[N:6]([CH3:23])[C:7](=[O:22])[c:8]2[c:9]1[n:10][cH:11][c:12]([CH2:14][CH2:15][c:16]1[cH:17][cH:18][n:19][cH:20][cH:21]1)[cH:13]2.[CH:40]#[CH:41]>>[CH2:1]([CH3:2])[N:3]1[c:4]2[c:5]([cH:24][cH:25][c:26]([F:28])[n:27]2)[N:6]([CH3:23])[C:7](=[O:22])[c:8]2[c:9]1[n:10][cH:11][c:12]([CH2:14][CH2:15][c:30]1[cH:31][n:32][c:33]3[cH:34][cH:35][cH:36][cH:37][c:38]3[cH:39]1)[cH:13]2. Starting materials: COC(C1=CC=C(C=C1)N)=O (4-amino-benzoic acid methyl ester), I(=O)(=O)Cl.I(=O)(=O)Cl.C(C1=CC=CC=C1)[N+](C)(C)C (benzyltrimethylammonium dichloroiodate). The solvent is C(C)(=O)O (acetic acid), C(Cl)Cl (CH2Cl2). Conditions: temperature 55 celsius. Yields the product COC(C1=CC(=C(C=C1)N)I)=O (4-amino-3-iodo-benzoic acid methyl ester). RXN SMILES: [CH3:1][O:2][C:3](=[O:11])[C:4]1[CH:9]=[CH:8][C:7]([NH2:10])=[CH:6][CH:5]=1.[I:12](Cl)(=O)=O.I(Cl)(=O)=O.C([N+](C)(C)C)C1C=CC=CC=1>C(O)(=O)C.C(Cl)Cl>[CH3:1][O:2][C:3](=[O:11])[C:4]1[CH:9]=[CH:8][C:7]([NH2:10])=[C:6]([I:12])[CH:5]=1 |f:1.2.3|. Procedure: To a solution of 4-amino-benzoic acid methyl ester (1 g) in 10 mL of acetic acid and 10 mL of CH2Cl2 was added benzyltrimethylammonium dichloroiodate (2.763 g) at ambient temperature. The reaction mixture was heated at 55° C. for 1.5 h. The reaction mixture was concentrated to give the crude 4-amino-3-iodo-benzoic acid methyl ester: MS (m/z) 278.0 (M+1). The reactants are NC1=NC(=NC=C1)S (4-Amino-2-mercaptopyrimidine), [OH-].[Na+] (NaOH), N1=C(C=CC=C1)CCl (2-picolyl chloride). Solvent: C(C)O (ethanol). Run at temperature 22 celsius. Product: NC1=NC(=NC=C1)SCC1=NC=CC=C1 (4-amino-2-(2-pyridylmethylthio)-pyrimidine). Reaction SMILES: [NH2:1][C:2]1[CH:7]=[CH:6][N:5]=[C:4]([SH:8])[N:3]=1.[OH-].[Na+].[N:11]1[CH:16]=[CH:15][CH:14]=[CH:13][C:12]=1[CH2:17]Cl>C(O)C>[NH2:1][C:2]1[CH:7]=[CH:6][N:5]=[C:4]([S:8][CH2:17][C:12]2[CH:13]=[CH:14][CH:15]=[CH:16][N:11]=2)[N:3]=1 |f:1.2|. Procedure: 4-Amino-2-mercaptopyrimidine (0.40 g, 3.15 mmol) is slurried in ethanol (2 ml) and 3.25 M NaOH (2.0 ml, 6.5 mmol) is added. The solution is heated to reflux for 10 minutes and after cooling to 22° C., 2-picolyl chloride*HCl (0.49 g, 2.98 mmol) is added. The solution is heated to reflux for an additional 15 minutes. The solution is cooled and concentrated in vacuo. The residue is dissolved in 1 N HCl and diluted with ethyl acetate. The mixture is neutralized with NaOH to pH 8 and the aqueous laye... The reactants are 15, ClC1=CC=C(CNC(=O)C=2C=NC3=C(C=C(C=C3C2O)C#CCO)F)C=C1 (N-(4-chlorobenzyl)-8-fluoro-4-hydroxy-6-(3-hydroxy-1-propynyl)-3-quinolinecarboxamide), O (Water), C(=O)([O-])[O-].[K+].[K+] (K2CO3), Br.BrCCN(CC)CC (2-bromo-N,N-diethylethylamine hydrobromide). The solvent is CN(C)C=O (DMF). Run at temperature 95 celsius. The product is ClC1=CC=C(CNC(=O)C2=CN(C3=C(C=C(C=C3C2=O)C#CCO)F)CCN(CC)CC)C=C1 (N-(4-Chlorobenzyl)-1-[2-(diethylamino)ethyl]-8-fluoro-6-(3-hydroxy-1-propynyl)-4-oxo-1,4-dihydro-3-quinolinecarboxamide). RXN SMILES: [Cl:1][C:2]1[CH:27]=[CH:26][C:5]([CH2:6][NH:7][C:8]([C:10]2[CH:11]=[N:12][C:13]3[C:18]([C:19]=2[OH:20])=[CH:17][C:16]([C:21]#[C:22][CH2:23][OH:24])=[CH:15][C:14]=3[F:25])=[O:9])=[CH:4][CH:3]=1.C([O-])([O-])=O.[K+].[K+].Br.Br[CH2:36][CH2:37][N:38]([CH2:41][CH3:42])[CH2:39][CH3:40].O>CN(C=O)C>[Cl:1][C:2]1[CH:3]=[CH:4][C:5]([CH2:6][NH:7][C:8]([C:10]2[C:19](=[O:20])[C:18]3[C:13](=[C:14]([F:25])[CH:15]=[C:16]([C:21]#[C:22][CH2:23][OH:24])[CH:17]=3)[N:12]([CH2:36][CH2:37][N:38]([CH2:41][CH3:42])[CH2:39][CH3:40])[CH:11]=2)=[O:9])=[CH:26][CH:27]=1 |f:1.2.3,4.5|. Reported procedure: A solution of N-(4-chlorobenzyl)-8-fluoro-4-hydroxy-6-(3-hydroxy-1-propynyl)-3-quinolinecarboxamide from Preparation No. 15 (0.96 g) is dissolved in DMF (7 mL), and K2CO3 (1.38 g) and 2-bromo-N,N-diethylethylamine hydrobromide (1.30 g) are added. The reaction mixture is heated to 95° C. for 16. Water is added and an oily solid formed, which is isolated by decanting the liquid. Column chromatography (elution with 1-3% MeOH/CHCl3) gave 0.373 g of the title compound which is crystallized from ethyl... Reactants: C(P(OC(C)C)(OC(C)C)=O)P(OC(C)C)(OC(C)C)=O (tetraisopropyl methylenebisphosphonate), C=O (paraformaldehyde), C(C)NCC (diethylamine). The solvent is CO (methanol). The product is C(=C)(P(OC(C)C)(OC(C)C)=O)P(OC(C)C)(OC(C)C)=O (tetraisopropyl ethenylidenebisphosphonate). Yield: 24.3%. As a reaction SMILES: [CH2:1]([P:12](=[O:21])([O:17][CH:18]([CH3:20])[CH3:19])[O:13][CH:14]([CH3:16])[CH3:15])[P:2](=[O:11])([O:7][CH:8]([CH3:10])[CH3:9])[O:3][CH:4]([CH3:6])[CH3:5].C=O.[CH2:24](NCC)C>CO>[C:1]([P:2](=[O:11])([O:7][CH:8]([CH3:9])[CH3:10])[O:3][CH:4]([CH3:6])[CH3:5])([P:12](=[O:21])([O:13][CH:14]([CH3:16])[CH3:15])[O:17][CH:18]([CH3:20])[CH3:19])=[CH2:24]. Procedure: 11.95 g (34.7 mmol) of tetraisopropyl methylenebisphosphonate, 5.2 g (173.5 mmol) of paraformaldehyde and 2.54 g (34.7 mmol) of diethylamine are combined with the same reactants and at the same conditions as described above in Example I. This mixture is then refluxed for 117 hours. After the methanol has been eliminated as described above in Example I, 3.0 g of tetraisopropyl ethenylidenebisphosphonate is produced as a clear liquid. Starting materials: C(C)(C)(C)OC(N(CC=1N=C(OC1)C=CC1=CC=C(C=C1)S(F)(F)(F)(F)F)C1=CC=C(C=C1)CCCCN1N=NC=C1)=O ([4-(4-[1,2,3]triazol-1-yl-butyl)-phenyl]-{2-[2-(4-pentafluorosulfanyl-phenyl)-vinyl]-oxazol-4-ylmethyl}-carbamic acid tert-butyl ester), C([O-])([O-])=O.[Na+].[Na+] (sodium carbonate), O (Water). Solvent: ClCCl (dichloromethane), FC(C(=O)O)(F)F (trifluoroacetic acid). Product: N1(N=NC=C1)CCCCC1=CC=C(C=C1)NCC=1N=C(OC1)C=CC1=CC=C(C=C1)S(F)(F)(F)(F)F ([4-(4-[1,2,3]Triazol-1-yl-butyl)-phenyl]-{2-[2-(4-pentafluorosulfanyl-phenyl)-vinyl]-oxazol-4-ylmethyl}-amine). Yield: 26.4%. RXN SMILES: C(OC(=O)[N:7]([C:28]1[CH:33]=[CH:32][C:31]([CH2:34][CH2:35][CH2:36][CH2:37][N:38]2[CH:42]=[CH:41][N:40]=[N:39]2)=[CH:30][CH:29]=1)[CH2:8][C:9]1[N:10]=[C:11]([CH:14]=[CH:15][C:16]2[CH:21]=[CH:20][C:19]([S:22]([F:27])([F:26])([F:25])([F:24])[F:23])=[CH:18][CH:17]=2)[O:12][CH:13]=1)(C)(C)C.O.C(=O)([O-])[O-].[Na+].[Na+]>ClCCl.FC(F)(F)C(O)=O>[N:38]1([CH2:37][CH2:36][CH2:35][CH2:34][C:31]2[CH:30]=[CH:29][C:28]([NH:7][CH2:8][C:9]3[N:10]=[C:11]([CH:14]=[CH:15][C:16]4[CH:17]=[CH:18][C:19]([S:22]([F:27])([F:26])([F:23])([F:24])[F:25])=[CH:20][CH:21]=4)[O:12][CH:13]=3)=[CH:33][CH:32]=2)[CH:42]=[CH:41][N:40]=[N:39]1 |f:2.3.4|. Reported procedure: A solution of 450 mg (0.72 mmol) [4-(4-[1,2,3]triazol-1-yl-butyl)-phenyl]-{2-[2-(4-pentafluorosulfanyl-phenyl)-vinyl]-oxazol-4-ylmethyl}-carbamic acid tert-butyl ester in 4 ml dichloromethane and 4 ml trifluoroacetic acid was stirred at r.t. for 1 h. Water was added and the mixture neutralized with solid sodium carbonate. The organic phase was separated, washed with water, dried over sodium sulfate and evaporated. The residue was stirred with a little isopropanol, the crystallized material isola... The reactants are COC=1CCCC(CN1)C(F)(F)F (3,4,5,6-tetrahydro-7-methoxy-3-(trifluoromethyl)-2H-azepine), [Cl-].[NH4+] (ammonium chloride). Solvent: CO (MeOH). The product is Cl.FC(C1CCCC(NC1)=N)(F)F (hexahydro-6-(trifluoromethyl)-1H-azepin-2-imine, monohydrochloride). Isolated yield 98.2%. As a reaction SMILES: CO[C:3]1[CH2:4][CH2:5][CH2:6][CH:7]([C:10]([F:13])([F:12])[F:11])[CH2:8][N:9]=1.[Cl-:14].[NH4+:15]>CO>[ClH:14].[F:11][C:10]([F:13])([F:12])[CH:7]1[CH2:8][NH:9][C:3](=[NH:15])[CH2:4][CH2:5][CH2:6]1 |f:1.2,4.5|. Procedure: The product of EXAMPLE 52 (77 mg, 0.39 mmol) in 3.0 mL of MeOH was reacted with ammonium chloride (21.0 mg, 0.39 mmol) by the method of EXAMPLE 27 to yield 83 mg (94%) of the title material.